From a dataset of the Open Reaction Database (ORD), a public repository of structured organic reaction records. describe an organic reaction: reactants, conditions, products, and yield Reactants: C1CCOC1, CO, CNC(=O)c1c(-c2ccc(C)cc2)oc2nc(CN(CCCCC(=O)OC)[SH](=O)=O)c(C3CC3)cc12, [Cl-], [Li+], [NH4+], [OH-], O. Product: CNC(=O)c1c(-c2ccc(C)cc2)oc2nc(CN(CCCCC(=O)O)[SH](=O)=O)c(C3CC3)cc12. Reaction SMILES: [CH2:43]1[O:44][CH2:45][CH2:46][CH2:47]1.[CH3:41][OH:42].[CH:1]1([c:4]2[cH:5][c:6]3[c:7]([n:8][c:9]2[CH2:10][N:11]([SH:12](=[O:13])=[O:14])[CH2:15][CH2:16][CH2:17][CH2:18][C:19](=[O:20])[O:21][CH3:22])[o:23][c:24](-[c:30]2[cH:31][cH:32][c:33]([CH3:36])[cH:34][cH:35]2)[c:25]3[C:26]([NH:27][CH3:28])=[O:29])[CH2:2][CH2:3]1.[Cl-:39].[Li+:38].[NH4+:40].[OH-:37].[OH2:48]>>[CH:1]1([c:4]2[cH:5][c:6]3[c:7]([n:8][c:9]2[CH2:10][N:11]([SH:12](=[O:13])=[O:14])[CH2:15][CH2:16][CH2:17][CH2:18][C:19](=[O:20])[OH:21])[o:23][c:24](-[c:30]2[cH:31][cH:32][c:33]([CH3:36])[cH:34][cH:35]2)[c:25]3[C:26]([NH:27][CH3:28])=[O:29])[CH2:2][CH2:3]1. The reactants are CC(C)=O, O=c1cc(O)ccn1Cc1cccc(F)c1, Fc1ccc(CBr)c(F)c1, [K+], [K+], O=C([O-])[O-]. The product is O=c1cc(OCc2ccc(F)cc2F)ccn1Cc1cccc(F)c1. As a reaction SMILES: [CH3:33][C:34](=[O:35])[CH3:36].[F:1][c:2]1[cH:3][c:4]([CH2:5][n:6]2[c:7](=[O:13])[cH:8][c:9]([OH:12])[cH:10][cH:11]2)[cH:14][cH:15][cH:16]1.[F:23][c:24]1[c:25]([CH2:26][Br:27])[cH:28][cH:29][c:30]([F:32])[cH:31]1.[K+:17].[K+:18].[O-:19][C:20]([O-:21])=[O:22]>>[F:1][c:2]1[cH:3][c:4]([CH2:5][n:6]2[c:7](=[O:13])[cH:8][c:9]([O:12][CH2:26][c:25]3[c:24]([F:23])[cH:31][c:30]([F:32])[cH:29][cH:28]3)[cH:10][cH:11]2)[cH:14][cH:15][cH:16]1. The reactants are COC1=CC=C(C=C1)C=1C=C2C3=C(NC2=CC1)N=CC(=C3)C3=CC(=CC=C3)[N+](=O)[O-] (6-(4-methoxyphenyl)-3-(3-nitrophenyl)-9H-pyrido[2,3-b]indole), CO (MeOH). Reagents/catalysts: [Pd] (palladium on charcoal). Solvent: C1CCOC1 (THF). Run at time 16 hour. Product: COC1=CC=C(C=C1)C=1C=C2C3=C(NC2=CC1)N=CC(=C3)C=3C=C(C=CC3)N (3-(6-(4-methoxyphenyl)-9H-pyrido[2,3-b]indol-3-yl)benzenamine). The yield is 77.8%. RXN SMILES: [CH3:1][O:2][C:3]1[CH:8]=[CH:7][C:6]([C:9]2[CH:10]=[C:11]3[C:15](=[CH:16][CH:17]=2)[NH:14][C:13]2[N:18]=[CH:19][C:20]([C:22]4[CH:27]=[CH:26][CH:25]=[C:24]([N+:28]([O-])=O)[CH:23]=4)=[CH:21][C:12]3=2)=[CH:5][CH:4]=1.CO>C1COCC1.[Pd]>[CH3:1][O:2][C:3]1[CH:4]=[CH:5][C:6]([C:9]2[CH:10]=[C:11]3[C:15](=[CH:16][CH:17]=2)[NH:14][C:13]2[N:18]=[CH:19][C:20]([C:22]4[CH:23]=[C:24]([NH2:28])[CH:25]=[CH:26][CH:27]=4)=[CH:21][C:12]3=2)=[CH:7][CH:8]=1. Reported procedure: 6-(4-methoxyphenyl)-3-(3-nitrophenyl)-9H-pyrido[2,3-b]indole (35 mg, 0.09 mmol, 1 equiv.), is dissolved in anhydrous THF (1 ml), MeOH (8 ml), and palladium on charcoal (10 mg, 0.009 mmol, 0.1 equiv.), are then added in an autoclave which is flushed with argon and then pressurized with H2 (10 bar). The reaction is carried out at room temperature for 16 hours. The mixture is then filtered over Mite and washed with AcOEt. The green solid obtained is washed with methanol to afford the product as a s... Reactants: O (water), FC(C(C)(O)C1=CC(=C(C=C1)OC)C)(F)F (1,1,1-trifluoro-2-(4-methoxy-3-methylphenyl)-propane-2-ol), [H-].[Na+] (sodium hydride), IC (iodomethane). Run in C(C)(=O)OCC (ethyl acetate), CN(C)C=O (DMF). Reaction conditions: time 5 hour. Product: COC1=C(C=C(C=C1)C(C(F)(F)F)(C)OC)C (1-methoxy-2-methyl-4-(2,2,2-trifluoro-1-methoxy-1-methylethyl)benzene). Reaction SMILES: [F:1][C:2]([F:16])([F:15])[C:3]([C:6]1[CH:11]=[CH:10][C:9]([O:12][CH3:13])=[C:8]([CH3:14])[CH:7]=1)([OH:5])[CH3:4].[H-].[Na+].I[CH3:20].O>CN(C=O)C.C(OCC)(=O)C>[CH3:13][O:12][C:9]1[CH:10]=[CH:11][C:6]([C:3]([O:5][CH3:20])([CH3:4])[C:2]([F:15])([F:16])[F:1])=[CH:7][C:8]=1[CH3:14] |f:1.2|. Reported procedure: To a solution of 1,1,1-trifluoro-2-(4-methoxy-3-methylphenyl)-propane-2-ol (1 g) in DMF (20 ml) were added sodium hydride (60% in mineral oil, 205 mg) and iodomethane (727 mg). After stirring for 5 hours at room temperature, the reaction mixture was ice cooled, then water and ethyl acetate were added to the reaction mixture. The organic layer was separated and washed with brine, and dried over anhydrous magnesium sulfate. After removing the drying agent, the organic layer was concentrated under ...